Dataset: the Open Reaction Database (ORD), a public repository of structured organic reaction records. Task: describe an organic reaction: reactants, conditions, products, and yield Starting materials: NC1=CC(OC1OCC)=O (4-amino-5-ethoxy-5H-furan-2-one), C[Si](C)(C)[N-][Si](C)(C)C.[Li+] (lithium bis(trimethylsilyl)amide), C(C)(C)(C)OC(=O)N1C(CCC1)C(=O)F (2-fluorocarbonyl-pyrrolidine-1-carboxylic acid tert-butyl ester). The solvent is O1CCCC1 (tetrahydrofuran), O1CCCC1 (tetrahydrofuran), hexanes, O1CCCC1 (tetrahydrofuran), C(C)(=O)OCC (ethyl acetate). Run at temperature 0 celsius, time 3 hour. Product: C(C)(C)(C)OC(=O)N1[C@H](CCC1)C(NC=1C(OC(C1)=O)OCC)=O ((R )-2-(2-ethoxy-5-oxo-2,5-dihydrofuran-3-ylcarbamoyl)-pyrrolidine-1-carboxylic acid tert-butyl ester). Isolated yield 25.3%. As a reaction SMILES: [NH2:1][C:2]1[CH:6]([O:7][CH2:8][CH3:9])[O:5][C:4](=[O:10])[CH:3]=1.C[Si]([N-][Si](C)(C)C)(C)C.[Li+].[C:21]([O:25][C:26]([N:28]1[CH2:32][CH2:31][CH2:30][CH:29]1[C:33](F)=[O:34])=[O:27])([CH3:24])([CH3:23])[CH3:22]>O1CCCC1.C(OCC)(=O)C>[C:21]([O:25][C:26]([N:28]1[CH2:32][CH2:31][CH2:30][C@@H:29]1[C:33](=[O:34])[NH:1][C:2]1[CH:6]([O:7][CH2:8][CH3:9])[O:5][C:4](=[O:10])[CH:3]=1)=[O:27])([CH3:24])([CH3:23])[CH3:22] |f:1.2|. Procedure details: To a solution of 4-amino-5-ethoxy-5H-furan-2-one (0.08 g, 0.58 mmol) in tetrahydrofuran (10 mL) at −78° C. under nitrogen was dropwise added a solution of 1M lithium bis(trimethylsilyl)amide in tetrahydrofuran (0.64 mL, 0.64 mmol). The reaction was stirred 3 h at 0° C. A solution of 2-fluorocarbonyl-pyrrolidine-1-carboxylic acid tert-butyl ester (0.20 g, 0.77 mmol) in tetrahydrofuran (3 mL) was added dropwise. The reaction was stirred for 16 h at room temperature. The mixture was diluted with et...